This data is from the Open Reaction Database (ORD), a public repository of structured organic reaction records. The task is: describe an organic reaction: reactants, conditions, products, and yield Reported procedure: A mixture of 17 g of 2-ethoxy-4hydroxy-5-cyano-thiazole, 14 g of potassium carbonate, 13 g of O,O-dimethyl chlorophosphate and 150 ml of acetone was stirred for 3 hours at room temperature and the mixture was concentrated to dryness. The residue was added to an aqueous sodium chloride solution which was then extracted with ethyl ether. The ether extracts were washed with an aqueous 2% sodium hydroxide solution, dried and evaporated to dryness to obtain 14.4 g of 2-ethoxy-4-dimethoxyphosphoryloxy... Reaction SMILES: [CH2:1]([O:3][C:4]1[S:5][C:6]([C:10]#[N:11])=[C:7]([OH:9])[N:8]=1)[CH3:2].C(=O)([O-])[O-].[K+].[K+].[P:18](Cl)([O:22][CH3:23])([O:20][CH3:21])=[O:19]>CC(C)=O>[CH2:1]([O:3][C:4]1[S:5][C:6]([C:10]#[N:11])=[C:7]([O:9][P:18]([O:22][CH3:23])([O:20][CH3:21])=[O:19])[N:8]=1)[CH3:2] |f:1.2.3|. The product is C(C)OC=1SC(=C(N1)OP(=O)(OC)OC)C#N (2-ethoxy-4-dimethoxyphosphoryloxy-5-cyano-thiazole). Conditions: time 3 hour. Yield: 57.5%. Solvent: CC(=O)C (acetone). The reactants are C(C)OC=1SC(=C(N1)O)C#N (2-ethoxy-4hydroxy-5-cyano-thiazole), C([O-])([O-])=O.[K+].[K+] (potassium carbonate), P(=O)(OC)(OC)Cl (O,O-dimethyl chlorophosphate). Reactants: NC1CC2=CC=CC=C2C1 (2-aminoindane), ClC1=CC=C(CN2C(=CC3=CC=CC=C23)C(=O)N2CCC(CC2)C(=O)O)C=C1 (1-(1-(4-chlorobenzyl)-1H-indole-2-carbonyl)piperidine-4-carboxylic acid), C=1C=CC2=C(C1)N=NN2O (HOBT), CCN(C(C)C)C(C)C (DIPEA), C(CCl)Cl (EDC). The solvent is C(Cl)Cl (DCM), C(C)(=O)OCC (ethyl acetate). Reaction conditions: time 36 hour. The product is ClC1=CC=C(CN2C(=CC3=CC=CC=C23)C(=O)N2CCC(CC2)C(=O)NC2CC3=CC=CC=C3C2)C=C1 (1-(1-(4-chlorobenzyl)-1H-indole-2-carbonyl)-N-(2,3-dihydro-1H-inden-2-yl)piperidine-4-carboxamide). As a reaction SMILES: [Cl:1][C:2]1[CH:28]=[CH:27][C:5]([CH2:6][N:7]2[C:15]3[C:10](=[CH:11][CH:12]=[CH:13][CH:14]=3)[CH:9]=[C:8]2[C:16]([N:18]2[CH2:23][CH2:22][CH:21]([C:24]([OH:26])=O)[CH2:20][CH2:19]2)=[O:17])=[CH:4][CH:3]=1.CCN(C(C)C)C(C)C.C(Cl)CCl.C1C=CC2N(O)N=NC=2C=1.[NH2:52][CH:53]1[CH2:61][C:60]2[C:55](=[CH:56][CH:57]=[CH:58][CH:59]=2)[CH2:54]1>C(OCC)(=O)C.C(Cl)Cl>[Cl:1][C:2]1[CH:3]=[CH:4][C:5]([CH2:6][N:7]2[C:15]3[C:10](=[CH:11][CH:12]=[CH:13][CH:14]=3)[CH:9]=[C:8]2[C:16]([N:18]2[CH2:23][CH2:22][CH:21]([C:24]([NH:52][CH:53]3[CH2:61][C:60]4[C:55](=[CH:56][CH:57]=[CH:58][CH:59]=4)[CH2:54]3)=[O:26])[CH2:20][CH2:19]2)=[O:17])=[CH:27][CH:28]=1. Reported procedure: The following was added sequentially to DCM (2 mL): 1-(1-(4-chlorobenzyl)-1H-indole-2-carbonyl)piperidine-4-carboxylic acid (50 mg, 0.126 mmol), DIPEA (0.07 mL, 0.378 mmol), EDC (30 mg, 0.151 mmol), HOBT (24 mg, 0.151 mmol), and 2-aminoindane (0.020 mL, 0.151 mmol). The mixture was stirred for 36 h at rt, at which time the solution diluted with a 1:1 solution of ethyl acetate:diethyl ether and washed with 1M HCl (1×), 10% aq. sodium carbonate (1×) and brine (1×), which resulted in a precipitate ... The reactants are N1=C(C(=NC=C1)C(=O)O)C(=O)O (pyrazine-2,3-dicarboxylic acid), C(C)(=O)OC(C)=O (acetic anhydride), NC1=NC=C(C=C1)Cl (2-amino-5-chloro pyridine). Yields the product ClC=1C=CC(=NC1)N1C(C2=NC=CN=C2C1=O)=O (6-(5-chloropyrid-2-yl)-5,7-dioxo-5,6-dihydropyrrolo[3,4-b]pyrazine). RXN SMILES: [N:1]1[CH:6]=[CH:5][N:4]=[C:3]([C:7]([OH:9])=O)[C:2]=1[C:10]([OH:12])=O.C(OC(=O)C)(=O)C.[NH2:20][C:21]1[CH:26]=[CH:25][C:24]([Cl:27])=[CH:23][N:22]=1>>[Cl:27][C:24]1[CH:25]=[CH:26][C:21]([N:20]2[C:10](=[O:12])[C:2]3[C:3](=[N:4][CH:5]=[CH:6][N:1]=3)[C:7]2=[O:9])=[N:22][CH:23]=1. Procedure: In Indian Published Patent Application No. 645/MUM/2004 discloses the reaction of pyrazine-2,3-dicarboxylic acid with acetic anhydride and concomitant reaction with 2-amino-5-chloro pyridine at a temperature of 120-130° C. in a mole ratio 1.23:1 to obtain 6-(5-chloropyrid-2-yl)-5,7-dioxo-5,6-dihydropyrrolo[3,4-b]pyrazine, which is selectively reduced with sodium borohydride in the presence of organic solvent-water system. The product, 6-(5-chloropyrid-2-yl)-5-hydroxy-7-oxo-5,6-dihydropyrrolo[3,4... The reactants are OC=1C=C(C=C(C(=O)OC)C1)C(=O)OC (dimethyl 5-hydroxyisophthalate), ClCCl (dichloromethane), CS(=O)(=O)Cl (methanesulfonyl chloride). Solvent: N1=CC=CC=C1 (pyridine). Yields the product CS(=O)(=O)OC=1C=C(C=C(C(=O)OC)C1)C(=O)OC (dimethyl 5-[(methylsulfonyl)oxy]isophthalate). The yield is 50.0%. Reaction SMILES: [OH:1][C:2]1[CH:3]=[C:4]([C:12]([O:14][CH3:15])=[O:13])[CH:5]=[C:6]([CH:11]=1)[C:7]([O:9][CH3:10])=[O:8].ClCCl.[CH3:19][S:20](Cl)(=[O:22])=[O:21]>N1C=CC=CC=1>[CH3:19][S:20]([O:1][C:2]1[CH:11]=[C:6]([C:7]([O:9][CH3:10])=[O:8])[CH:5]=[C:4]([CH:3]=1)[C:12]([O:14][CH3:15])=[O:13])(=[O:22])=[O:21]. Reported procedure: To a 0° C. solution of dimethyl 5-hydroxyisophthalate (2.0 g, 9.5 mmol) in 3:1 dichloromethane:pyridine (100 mL) was added methanesulfonyl chloride (3.6 g, 31.4 mmol). The reaction warmed to room temperature over 18 h. The reaction mixture was concentrated in vacuo. The crude material was diluted with DCM and washed with 1N HCl, H2O (2×), brine, dried with MgSO4, filtered, concentrated and purified by flash chromatography (40 g silica, 25-40% EtOAc/hexanes) to give 1.37 g (50%) of dimethyl 5-[(m...